From a dataset of the Open Reaction Database (ORD), a public repository of structured organic reaction records. describe an organic reaction: reactants, conditions, products, and yield Run in C1=CC=CC=C1 (benzene). As a reaction SMILES: [S:1]1[CH:5]=[CH:4][CH:3]=[C:2]1[C:6]([C:8]1[CH:13]=[CH:12][C:11]([CH2:14]O)=[CH:10][CH:9]=1)=[O:7].S(Cl)([Cl:18])=O>C1C=CC=CC=1>[S:1]1[CH:5]=[CH:4][CH:3]=[C:2]1[C:6]([C:8]1[CH:13]=[CH:12][C:11]([CH2:14][Cl:18])=[CH:10][CH:9]=1)=[O:7]. Product: S1C(=CC=C1)C(=O)C1=CC=C(C=C1)CCl (α-chloro-p-tolyl 2-thienyl ketone). Procedure details: To a stirred and cooled suspension of 31 parts of α-hydroxy-p-tolyl 2-thienyl ketone in 160 parts of dry benzene are added dropwise 24 parts of thionyl chloride at 10° C. Upo completion, stirring is continued overnight at room temperature. The reaction mixture is evaporated and the residue is evaporated twice more from toluene. The latter residue is triturated in petroleumether. The product is filtered off and dissolved in 320 parts of ether. This solution is stirred with charcoal, filtered and ... Run at time 8 hour. The reactants are 31, S1C(=CC=C1)C(=O)C1=CC=C(C=C1)CO (α-hydroxy-p-tolyl 2-thienyl ketone), S(=O)(Cl)Cl (thionyl chloride). As a reaction SMILES: Cl[C:2]1[C:7]([O:8][C:9]2[CH:14]=[CH:13][CH:12]=[CH:11][C:10]=2[O:15][CH3:16])=[C:6]([Cl:17])[N:5]=[C:4]([C:18]2[S:19][CH:20]=[CH:21][CH:22]=2)[N:3]=1.[C:23]([C:27]1[CH:32]=[CH:31][C:30]([S:33]([NH2:36])(=[O:35])=[O:34])=[CH:29][CH:28]=1)([CH3:26])([CH3:25])[CH3:24]>CS(C)=O>[C:23]([C:27]1[CH:32]=[CH:31][C:30]([S:33]([NH:36][C:2]2[C:7]([O:8][C:9]3[CH:14]=[CH:13][CH:12]=[CH:11][C:10]=3[O:15][CH3:16])=[C:6]([Cl:17])[N:5]=[C:4]([C:18]3[S:19][CH:20]=[CH:21][CH:22]=3)[N:3]=2)(=[O:34])=[O:35])=[CH:29][CH:28]=1)([CH3:26])([CH3:24])[CH3:25]. The solvent is CS(=O)C (DMSO). The product is C(C)(C)(C)C1=CC=C(C=C1)S(=O)(=O)NC1=NC(=NC(=C1OC1=C(C=CC=C1)OC)Cl)C=1SC=CC1 (4-tert-butyl-N-[6-chloro-5-(2-methoxyphenoxy)-2-(thiophen-2-yl)-pyrimidin-4-yl]-benzenesulphonamide). Procedure: A solution of 0.353 g of 4,6-dichloro-5-(2-methoxyphenoxy)-2-(thiophen-2-yl)-pyrimidine in 5 ml of DMSO was heated to 150° C. with 0.376 g of p-tert-butylbenzenesulphonamide for 30 minutes. The solution was concentrated in a high vacuum and the oily residue was poured on to ice, made acid (pH=3) and the suspension was extracted with ethyl acetate. The organic extracts were combined, washed with water, dried over sodium sulfate and concentrated under reduced pressure. The residue was chromatograp... Starting materials: ClC1=NC(=NC(=C1OC1=C(C=CC=C1)OC)Cl)C=1SC=CC1 (4,6-dichloro-5-(2-methoxyphenoxy)-2-(thiophen-2-yl)-pyrimidine), C(C)(C)(C)C1=CC=C(C=C1)S(=O)(=O)N (p-tert-butylbenzenesulphonamide). The reactants are O=C([O-])O, Cc1cccc(C)c1C(=O)NC(c1ccccc1)C1(N(C)C)CCOC1, Cc1cc(Cl)ccc1C(=O)O, ClCCl, CN(C)C1(C(N)c2ccccc2)CCCC1, [Na+], On1nnc2ccccc21. Yields the product Cc1cc(Cl)ccc1C(=O)NC(c1ccccc1)C1(N(C)C)CCCC1. As a reaction SMILES: [C:64](=[O:65])([OH:66])[O-:67].[CH3:17][N:18]([CH3:19])[C:20]1([CH:21]([c:22]2[cH:23][cH:24][cH:25][cH:26][cH:27]2)[NH:28][C:29](=[O:30])[c:31]2[c:32]([CH3:33])[cH:34][cH:35][cH:36][c:37]2[CH3:38])[CH2:39][CH2:40][O:41][CH2:42]1.[Cl:43][c:44]1[cH:45][c:46]([CH3:53])[c:47]([C:48](=[O:49])[OH:50])[cH:51][cH:52]1.[Cl:69][CH2:70][Cl:71].[NH2:1][CH:2]([C:3]1([N:8]([CH3:9])[CH3:10])[CH2:4][CH2:5][CH2:6][CH2:7]1)[c:11]1[cH:12][cH:13][cH:14][cH:15][cH:16]1.[Na+:68].[OH:54][n:55]1[c:56]2[c:57]([cH:58][cH:59][cH:60][cH:61]2)[n:62][n:63]1>>[NH:1]([CH:2]([C:3]1([N:8]([CH3:9])[CH3:10])[CH2:4][CH2:5][CH2:6][CH2:7]1)[c:11]1[cH:12][cH:13][cH:14][cH:15][cH:16]1)[C:48]([c:47]1[c:46]([CH3:53])[cH:45][c:44]([Cl:43])[cH:52][cH:51]1)=[O:49]. Starting materials: COC=1C=C(C=C(C1OCCC)[N+](=O)[O-])C(CCC(=O)C1=CC(=C(C(=C1)OC)OC)OC)=O (1-(3-methoxy-4-propoxy-5-nitrophenyl)-4-(3,4,5 -trimethoxyphenyl)-butane-1,4-dione), [BH4-].[Na+] (sodium borohydride). The solvent is CO (methanol), O1CCCC1 (tetrahydrofuran), O (water). Run at time 3 hour. Product: COC=1C=C(C=C(C1OCCC)[N+](=O)[O-])C(CCC(O)C1=CC(=C(C(=C1)OC)OC)OC)O (1-(3-Methoxy-4-propoxy-5-nitrophenyl)-4-(3,4,5-trimethoxyphenyl)- 1,4-butanediol). Yield: 99.1%. RXN SMILES: [CH3:1][O:2][C:3]1[CH:4]=[C:5]([C:16](=[O:33])[CH2:17][CH2:18][C:19]([C:21]2[CH:26]=[C:25]([O:27][CH3:28])[C:24]([O:29][CH3:30])=[C:23]([O:31][CH3:32])[CH:22]=2)=[O:20])[CH:6]=[C:7]([N+:13]([O-:15])=[O:14])[C:8]=1[O:9][CH2:10][CH2:11][CH3:12].[BH4-].[Na+]>CO.O1CCCC1.O>[CH3:1][O:2][C:3]1[CH:4]=[C:5]([CH:16]([OH:33])[CH2:17][CH2:18][CH:19]([C:21]2[CH:22]=[C:23]([O:31][CH3:32])[C:24]([O:29][CH3:30])=[C:25]([O:27][CH3:28])[CH:26]=2)[OH:20])[CH:6]=[C:7]([N+:13]([O-:15])=[O:14])[C:8]=1[O:9][CH2:10][CH2:11][CH3:12] |f:1.2|. Reported procedure: To a solution of 1-(3-methoxy-4-propoxy-5-nitrophenyl)-4-(3,4,5 -trimethoxyphenyl)-butane-1,4-dione (11.53 g, 25 mmol) in 350 mL of methanol and 250 mL of tetrahydrofuran was added dropwise a solution of sodium borohydride (3.076 g, 81.34 mmol) in 140 mL of water. After the addition was completed, the mixture was stirred at room temperature for 3 hours, quenched with water and extracted with dichloromethane. The organic layer was dried over magnesium sulfate, filtered and evaporated to provide a... The reactants are CC1=NC2=CC=CC=C2C(=N1)N(C)C1=CC=C(C=C1)N(C(C)=O)C ((2-methyl-quinazolin-4-yl)-(N-methyl-4-acetamido-phenyl)-methylamine), C(C)(=O)OCC (ethyl acetate). Run in CO (methanol), [OH-].[Na+] (NaOH). Run at temperature 90 celsius. The product is CC1=NC2=CC=CC=C2C(=N1)N(C)C1=CC=C(C=C1)NC ((2-Methyl-quinazolin-4-yl)-(4-methylamino-phenyl)-methylamine). Isolated yield 31.2%. Reaction SMILES: [CH3:1][C:2]1[N:11]=[C:10]([N:12]([C:14]2[CH:19]=[CH:18][C:17]([N:20](C)[C:21](=O)C)=[CH:16][CH:15]=2)[CH3:13])[C:9]2[C:4](=[CH:5][CH:6]=[CH:7][CH:8]=2)[N:3]=1.C(OCC)(=O)C>CO.[OH-].[Na+]>[CH3:1][C:2]1[N:11]=[C:10]([N:12]([C:14]2[CH:15]=[CH:16][C:17]([NH:20][CH3:21])=[CH:18][CH:19]=2)[CH3:13])[C:9]2[C:4](=[CH:5][CH:6]=[CH:7][CH:8]=2)[N:3]=1 |f:3.4|. Procedure details: A mixture of (2-methyl-quinazolin-4-yl)-(N-methyl-4-acetamido-phenyl)-methylamine (103 mg, 0.321 mmol) in 3 mL of methanol and 3 mL of 2N NaOH was heated at 90° C. for 4 h. The reaction mixture was cooled to room temperature and diluted 25 mL of ethyl acetate. It was washed with saturated NaHCO3, and the organic layer was dried over anhydrous Na2SO4, filtered and concentrated. The crude was purified by column chromatography (40% ethyl acetate/hexane) to give the title compound (28 mg, 0.10 mmol,... Reactants: CC(C)(C)[Si](C)(C)OCC1CC(Oc2cc(Cl)ncn2)CC1O[Si](C)(C)C(C)(C)C, [H-], [Na+], CN(C)C=O, O, OCc1cccc2ccccc12. The product is CC(C)(C)[Si](C)(C)OCC1CC(Oc2cc(OCc3cccc4ccccc34)ncn2)CC1O[Si](C)(C)C(C)(C)C. As a reaction SMILES: [C:1]([CH3:2])([CH3:3])([CH3:4])[Si:5]([O:6][CH:7]1[CH2:8][CH:9]([O:21][c:22]2[n:23][cH:24][n:25][c:26]([Cl:28])[cH:27]2)[CH2:10][CH:11]1[CH2:12][O:13][Si:14]([CH3:15])([CH3:16])[C:17]([CH3:18])([CH3:19])[CH3:20])([CH3:29])[CH3:30].[H-:43].[Na+:44].[O:45]=[CH:46][N:47]([CH3:48])[CH3:49].[OH2:50].[c:31]1([CH2:41][OH:42])[cH:32][cH:33][cH:34][c:35]2[cH:36][cH:37][cH:38][cH:39][c:40]12>>[C:1]([CH3:2])([CH3:3])([CH3:4])[Si:5]([O:6][CH:7]1[CH2:8][CH:9]([O:21][c:22]2[n:23][cH:24][n:25][c:26]([O:42][CH2:41][c:31]3[cH:32][cH:33][cH:34][c:35]4[cH:36][cH:37][cH:38][cH:39][c:40]34)[cH:27]2)[CH2:10][CH:11]1[CH2:12][O:13][Si:14]([CH3:15])([CH3:16])[C:17]([CH3:18])([CH3:19])[CH3:20])([CH3:29])[CH3:30]. Reactants: CS(=O)[O-], CN(C)C=O, Cn1cc(CCl)c(=O)c2ccccc21, Cl, [Na+]. Reaction SMILES: [CH3:16][S:17](=[O:18])[O-:19].[CH3:21][N:22]([CH3:23])[CH:24]=[O:25].[Cl:2][CH2:3][c:4]1[cH:5][n:6]([CH3:15])[c:7]2[cH:8][cH:9][cH:10][cH:11][c:12]2[c:13]1=[O:14].[ClH:1].[Na+:20]>>[CH2:3]([c:4]1[cH:5][n:6]([CH3:15])[c:7]2[cH:8][cH:9][cH:10][cH:11][c:12]2[c:13]1=[O:14])[S:17]([CH3:16])(=[O:18])=[O:19]. Yields the product Cn1cc(CS(C)(=O)=O)c(=O)c2ccccc21.